Task: describe an organic reaction: reactants, conditions, products, and yield. Dataset: the Open Reaction Database (ORD), a public repository of structured organic reaction records The reactants are C(CCC)[C@@H]1CC[C@H](CC1)CCC=1C=CC(NN1)=O (6-[2-(trans-4-butylcyclohexyl)ethyl]-3(2H)-pyridazinone), P(=O)(Cl)(Cl)Cl (phosphorus oxychloride). Reaction conditions: temperature 0 celsius. The product is crude product, ClC=1N=NC(=CC1)CC[C@@H]1CC[C@H](CC1)CCCC (3-chloro-6-[2-(trans-4-butylcyclohexyl)ethyl]pyridazine). Reaction SMILES: [CH2:1]([C@H:5]1[CH2:10][CH2:9][C@H:8]([CH2:11][CH2:12][C:13]2[CH:14]=[CH:15][C:16](=O)[NH:17][N:18]=2)[CH2:7][CH2:6]1)[CH2:2][CH2:3][CH3:4].P(Cl)(Cl)([Cl:22])=O>>[Cl:22][C:16]1[N:17]=[N:18][C:13]([CH2:12][CH2:11][C@H:8]2[CH2:9][CH2:10][C@H:5]([CH2:1][CH2:2][CH2:3][CH3:4])[CH2:6][CH2:7]2)=[CH:14][CH:15]=1. Reported procedure: 21.0 g of 6-[2-(trans-4-butylcyclohexyl)ethyl]-3(2H)-pyridazinone are treated with 20 ml of phosphorus oxychloride and slowly heated to reflux. After boiling under reflux for 20 minutes, the excess phosphorus oxychloride is distilled off. The residue is cooled 0° C., hydrolyzed cautiously with 100 g of crushed ice, then neutralized with sodium hydrogen carbonate and extracted three times with 100 ml of tert.butyl methyl ether each time. The combined organic phases are dried over sodium sulphate ... Reaction conditions: time 30 minute. Starting materials: ClC1=CC(=CC=C1)C(=O)OO (3-chloroperbenzoic acid), COC1=C(C=CC=C1)C(CN1C=NC=C1)SC1=CC=C(C(=O)OC)C=C1 (Methyl 4-[1-(2-methoxyphenyl)-2-(imidazol-1-yl)ethylthio]benzoate), C(Cl)(Cl)Cl (chloroform). RXN SMILES: ClC1C=CC=C(C(OO)=[O:9])C=1.[CH3:12][O:13][C:14]1[CH:19]=[CH:18][CH:17]=[CH:16][C:15]=1[CH:20]([S:27][C:28]1[CH:37]=[CH:36][C:31]([C:32]([O:34][CH3:35])=[O:33])=[CH:30][CH:29]=1)[CH2:21][N:22]1[CH:26]=[CH:25][N:24]=[CH:23]1.C(Cl)(Cl)Cl>C(Cl)Cl>[CH3:12][O:13][C:14]1[CH:19]=[CH:18][CH:17]=[CH:16][C:15]=1[CH:20]([S:27]([C:28]1[CH:29]=[CH:30][C:31]([C:32]([O:34][CH3:35])=[O:33])=[CH:36][CH:37]=1)=[O:9])[CH2:21][N:22]1[CH:26]=[CH:25][N:24]=[CH:23]1. Reported procedure: 5 ml of dry methylene chloride containing 304 mg of 3-chloroperbenzoic acid were added to 368 mg of methyl 4-[1-(2-methoxyphenyl)-2-(imidazol-1-yl)ethylthio]benzoate (prepared as described in Example 9) in 7 ml of dry methylene chloride, and the resulting mixture was stirred at 0°-5° C. for 30 minutes. At the end of this time, chloroform was added to the reaction mixture, and the resulting mixture was washed with a saturated aqueous solution of sodium chloride and dried over anhydrous magnesium ... Product: COC1=C(C=CC=C1)C(CN1C=NC=C1)S(=O)C1=CC=C(C(=O)OC)C=C1 (Methyl 4-[1-(2-methoxyphenyl)-2-(imidazol-1-yl)ethylsulfinyl]benzoate). Solvent: C(Cl)Cl (methylene chloride), C(Cl)Cl (methylene chloride). RXN SMILES: [CH3:3][O:4][c:5]1[cH:6][c:7]([CH:8]=[O:9])[cH:10][cH:11][c:12]1-[n:13]1[cH:14][n:15][c:16]([CH3:18])[cH:17]1.[F:19][c:20]1[cH:21][c:22]([CH:27]2[CH2:28][CH2:29][CH:30]3[CH2:31][CH2:32][CH:33]([P:37](=[O:38])([O:39][CH2:40][CH3:41])[O:42][CH2:43][CH3:44])[C:34](=[O:36])[N:35]23)[cH:23][c:24]([F:26])[cH:25]1.[Li+:1].[O:46]1[CH2:47][CH2:48][CH2:49][CH2:50]1.[OH-:2].[OH2:45]>>[CH3:3][O:4][c:5]1[cH:6][c:7]([CH:8]=[C:33]2[CH2:32][CH2:31][CH:30]3[CH2:29][CH2:28][CH:27]([c:22]4[cH:21][c:20]([F:19])[cH:25][c:24]([F:26])[cH:23]4)[N:35]3[C:34]2=[O:36])[cH:10][cH:11][c:12]1-[n:13]1[cH:14][n:15][c:16]([CH3:18])[cH:17]1. Reactants: COc1cc(C=O)ccc1-n1cnc(C)c1, CCOP(=O)(OCC)C1CCC2CCC(c3cc(F)cc(F)c3)N2C1=O, [Li+], C1CCOC1, [OH-], O. Product: COc1cc(C=C2CCC3CCC(c4cc(F)cc(F)c4)N3C2=O)ccc1-n1cnc(C)c1. Reactants: FC1=CC(=C(C=C1)N[C@H](C(=O)O)CC)[N+](=O)[O-] ((2S)-2-[(4-Fluoro-2-nitrophenyl)amino]butanoic acid), C(C)[C@@H]1C(NC2=CC(=CC=C2N1)F)=O ((3R)-3-ethyl-7-fluoro-3,4-dihydroquinoxalin-2(1H)-one). Yields the product C(C)[C@H]1C(NC2=CC(=CC=C2N1)F)=O ((3S)-3-ethyl-7-fluoro-3,4-dihydroquinoxalin-2(1H)-one). Reaction SMILES: [F:1][C:2]1[CH:7]=[CH:6][C:5]([NH:8][C@@H:9]([CH2:13][CH3:14])[C:10](O)=[O:11])=[C:4]([N+:15]([O-])=O)[CH:3]=1.C([C@H]1NC2C(=CC(F)=CC=2)NC1=O)C>>[CH2:13]([C@@H:9]1[NH:8][C:5]2[C:4](=[CH:3][C:2]([F:1])=[CH:7][CH:6]=2)[NH:15][C:10]1=[O:11])[CH3:14]. Reported procedure: (2S)-2-[(4-Fluoro-2-nitrophenyl)amino]butanoic acid was treated according to the procedure for the preparation of (3R)-3-ethyl-7-fluoro-3,4-dihydroquinoxalin-2(1H)-one (see Example 1) to yield (3S)-3-ethyl-7-fluoro-3,4-dihydroquinoxalin-2(1H)-one. [α]D25=+33.42° (c=0.01 G/ML, DMSO); MS (ESI) m/z 195 ([M+H]+); Anal. Calcd for C10H11FN2O: C, 61.85; H, 5.71; N, 14.42. Found: C, 61.84; H, 5.72; N, 14.24.